From a dataset of the Open Reaction Database (ORD), a public repository of structured organic reaction records. describe an organic reaction: reactants, conditions, products, and yield The reactants are BrC=1C=CC(=NC1)F (5-Bromo-2-fluoropyridine), C(=C)[B-](F)(F)F.[K+] (potassium vinyltrifluoroborate), C([O-])([O-])=O.[Cs+].[Cs+] (cesium carbonate). The reagents and catalysts are Cl[Pd]([P](C1=CC=CC=C1)(C2=CC=CC=C2)C3=CC=CC=C3)([P](C4=CC=CC=C4)(C5=CC=CC=C5)C6=CC=CC=C6)Cl (dichlorobis(triphenyl-phosphine)palladium (II)). Solvent: C1CCOC1 (THF), O (water), O (water). Conditions: temperature 85 celsius, time 8 hour. The product is FC1=NC=C(C=C1)C=C (2-fluoro-5-vinylpyridine). RXN SMILES: Br[C:2]1[CH:3]=[CH:4][C:5]([F:8])=[N:6][CH:7]=1.[CH:9]([B-](F)(F)F)=[CH2:10].[K+].C(=O)([O-])[O-].[Cs+].[Cs+]>C1COCC1.O.Cl[Pd](Cl)([P](C1C=CC=CC=1)(C1C=CC=CC=1)C1C=CC=CC=1)[P](C1C=CC=CC=1)(C1C=CC=CC=1)C1C=CC=CC=1>[F:8][C:5]1[CH:4]=[CH:3][C:2]([CH:9]=[CH2:10])=[CH:7][N:6]=1 |f:1.2,3.4.5,^1:30,49|. Procedure: 5-Bromo-2-fluoropyridine (Aldrich 99%, 5.14 g, 29.2 mmol) and potassium vinyltrifluoroborate (Aldrich, St. Louis, Mo., 4.23 g, 31.6 mmol) were suspended in THF (80 mL) and water (9.0 mL) and dichlorobis(triphenyl-phosphine)palladium (II) (0.627 g, 0.893 mmol) and cesium carbonate (28.5 g, 87.6 mmol) were added. The reaction flask was fitted with a reflux condenser and placed in a preheated oil bath (85° C.) and stirred overnight under nitrogen. Then, the reaction was cooled to room temperature a... Starting materials: CCCCCn1c(=S)[nH]c(=O)c2[nH]c(C3CCC3)nc21, NN, O. Product: CCCCCn1c(=NN)[nH]c(=O)c2[nH]c(C3CCC3)nc21. As a reaction SMILES: [CH:1]1([c:5]2[n:6][c:7]3[n:8]([CH2:16][CH2:17][CH2:18][CH2:19][CH3:20])[c:9](=[S:15])[nH:10][c:11](=[O:14])[c:12]3[nH:13]2)[CH2:2][CH2:3][CH2:4]1.[NH2:21][NH2:22].[OH2:23]>>[CH:1]1([c:5]2[n:6][c:7]3[n:8]([CH2:16][CH2:17][CH2:18][CH2:19][CH3:20])[c:9](=[N:21][NH2:22])[nH:10][c:11](=[O:14])[c:12]3[nH:13]2)[CH2:2][CH2:3][CH2:4]1.